From a dataset of the Open Reaction Database (ORD), a public repository of structured organic reaction records. describe an organic reaction: reactants, conditions, products, and yield Starting materials: C(C)OC(CN(CC)C(C(C(=O)NS(=O)(=O)C1=CC2=CC=CC=C2C=C1)CC1=CC=CC=C1)=O)=O (N-{2-benzyl-3-[(2-naphthylsulfonyl)amino]-3-oxopropanoyl}-N-ethylglycine ethyl ester), O (water), [OH-].[Na+] (sodium hydroxide). Run in C1CCOC1 (THF). Conditions: time 2.5 hour. Product: C(C1=CC=CC=C1)C(C(=O)N(CC(=O)O)CC)C(=O)NS(=O)(=O)C1=CC2=CC=CC=C2C=C1 (N-{2-benzyl-3-[(2-naphthylsulfonyl)amino]-3-oxopropanoyl}-N-ethylglycine). Yield: 89.5%. Reaction SMILES: C([O:3][C:4](=[O:35])[CH2:5][N:6]([C:9](=[O:34])[CH:10]([CH2:27][C:28]1[CH:33]=[CH:32][CH:31]=[CH:30][CH:29]=1)[C:11]([NH:13][S:14]([C:17]1[CH:26]=[CH:25][C:24]2[C:19](=[CH:20][CH:21]=[CH:22][CH:23]=2)[CH:18]=1)(=[O:16])=[O:15])=[O:12])[CH2:7][CH3:8])C.O.[OH-].[Na+]>C1COCC1>[CH2:27]([CH:10]([C:11]([NH:13][S:14]([C:17]1[CH:26]=[CH:25][C:24]2[C:19](=[CH:20][CH:21]=[CH:22][CH:23]=2)[CH:18]=1)(=[O:16])=[O:15])=[O:12])[C:9]([N:6]([CH2:7][CH3:8])[CH2:5][C:4]([OH:35])=[O:3])=[O:34])[C:28]1[CH:33]=[CH:32][CH:31]=[CH:30][CH:29]=1 |f:2.3|. Reported procedure: To a mixture of the compound (250 mg) obtained by Example 2 in THF (10 mL)/water (3 mL) was added 1 mol/L aqueous sodium hydroxide solution (1.5 mL) at room temperature, and the mixture was stirred for 2.5 hr. After concentration under reduced pressure, the residue was adjusted to pH=1-2 by the addition of 1 mol/L hydrochloric acid and extracted with ethyl acetate (50 mL×2). The organic layer was washed with saturated brine and concentrated under reduced pressure to give the title compound (211 ... The reactants are COC(=O)c1ccc(OCc2c(-c3ccccc3)noc2C)nc1, CCO, ClC(Cl)Cl, NN. Product: Cc1onc(-c2ccccc2)c1COc1ccc(C(=O)NN)cn1. As a reaction SMILES: [CH3:1][O:2][C:3]([c:4]1[cH:5][n:6][c:7]([O:10][CH2:11][c:12]2[c:13](-[c:18]3[cH:19][cH:20][cH:21][cH:22][cH:23]3)[n:14][o:15][c:16]2[CH3:17])[cH:8][cH:9]1)=[O:24].[CH3:27][CH2:28][OH:29].[CH:30]([Cl:31])([Cl:32])[Cl:33].[NH2:25][NH2:26]>>[O:2]=[C:3]([c:4]1[cH:5][n:6][c:7]([O:10][CH2:11][c:12]2[c:13](-[c:18]3[cH:19][cH:20][cH:21][cH:22][cH:23]3)[n:14][o:15][c:16]2[CH3:17])[cH:8][cH:9]1)[NH:25][NH2:26]. Reactants: CCOC(=O)c1cc[nH]c1C, CN(C)C=O, Clc1ccc2ccccc2n1, [Cu], [H-], [Na+], O. The product is CCOC(=O)c1ccn(-c2ccc3ccccc3n2)c1C. RXN SMILES: [CH2:1]([CH3:2])[O:3][C:4](=[O:5])[c:6]1[c:7]([CH3:11])[nH:8][cH:9][cH:10]1.[CH3:25][N:26]([CH3:27])[CH:28]=[O:29].[Cl:14][c:15]1[n:16][c:17]2[cH:18][cH:19][cH:20][cH:21][c:22]2[cH:23][cH:24]1.[Cu:31].[H-:12].[Na+:13].[OH2:30]>>[CH2:1]([CH3:2])[O:3][C:4](=[O:5])[c:6]1[c:7]([CH3:11])[n:8](-[c:15]2[n:16][c:17]3[cH:18][cH:19][cH:20][cH:21][c:22]3[cH:23][cH:24]2)[cH:9][cH:10]1. The reactants are NC1=C(C=C(C(=C1)C)C)S (2-amino-4,5-dimethylthiophenol), BrC(C(=O)OC)CCCBr (methyl 2,5-dibromovalerate), O (water). The solvent is CN(C=O)C (dimethylformamide). Yields the product BrCCCC1SC2=C(NC1=O)C=C(C(=C2)C)C (2-(3-bromopropyl)-6,7-dimethyl-2H-1,4-benzothiazin-3(4H)-one). Yield: 69.3%. RXN SMILES: [NH2:1][C:2]1[CH:7]=[C:6]([CH3:8])[C:5]([CH3:9])=[CH:4][C:3]=1[SH:10].Br[CH:12]([CH2:17][CH2:18][CH2:19][Br:20])[C:13](OC)=[O:14].O>CN(C)C=O>[Br:20][CH2:19][CH2:18][CH2:17][CH:12]1[C:13](=[O:14])[NH:1][C:2]2[CH:7]=[C:6]([CH3:8])[C:5]([CH3:9])=[CH:4][C:3]=2[S:10]1. Procedure details: To a solution of 3.06 g of 2-amino-4,5-dimethylthiophenol in 50 ml of dimethylformamide was added 5.48 g of methyl 2,5-dibromovalerate at room temperature with stirring. The mixture was stirred for 14 hours, poured into water, and extracted with ethyl acetate. The ethyl acetate layer was washed with water, dried (MgSO4), and concentrated. The residue was washed with a mixture of ether and hexane to obtain 4.35 g (69.3%) of 2-(3-bromopropyl)-6,7-dimethyl-2H-1,4-benzothiazin-3(4H)-one as crystals.... The reactants are Cl, Cl, [K+], NO, [OH-], CCC(=O)c1ccccc1O. The product is CCC(=NO)c1ccccc1O. As a reaction SMILES: [ClH:14].[ClH:17].[K+:13].[NH2:15][OH:16].[OH-:12].[OH:1][c:2]1[c:3]([C:8]([CH2:9][CH3:10])=[O:11])[cH:4][cH:5][cH:6][cH:7]1>>[OH:1][c:2]1[c:3]([C:8]([CH2:9][CH3:10])=[N:15][OH:12])[cH:4][cH:5][cH:6][cH:7]1.